This data is from the Open Reaction Database (ORD), a public repository of structured organic reaction records. The task is: describe an organic reaction: reactants, conditions, products, and yield Reactants: O=C([O-])[O-], CCC1CC1(NC(=O)C1CC(OS(=O)(=O)c2ccc(Br)cc2)CN1C(=O)C(NC(=O)OC1CC2CC2C1)C(C)(C)C)C(=O)OC, CN1CCCC1=O, CCOC(C)=O, [Cl-], COC(COc1ccc2c(O)cc(-c3csc(NC(C)C)n3)nc2c1Cl)OC, [Cs+], [Cs+], [Li+]. Product: CCC1CC1(NC(=O)C1CC(Oc2cc(-c3csc(NC(C)C)n3)nc3c(Cl)c(OCC(OC)OC)ccc23)CN1C(=O)C(NC(=O)OC1CC2CC2C1)C(C)(C)C)C(=O)OC. As a reaction SMILES: [C:74](=[O:75])([O-:76])[O-:77].[CH3:1][O:2][C:3](=[O:4])[C:5]1([NH:10][C:11](=[O:12])[CH:13]2[N:14]([C:29]([CH:30]([C:31]([CH3:32])([CH3:33])[CH3:34])[NH:35][C:36](=[O:37])[O:38][CH:39]3[CH2:40][CH:41]4[CH2:42][CH:43]4[CH2:44]3)=[O:45])[CH2:15][CH:16]([O:18][S:19]([c:20]3[cH:21][cH:22][c:23]([Br:24])[cH:25][cH:26]3)(=[O:27])=[O:28])[CH2:17]2)[CH:6]([CH2:8][CH3:9])[CH2:7]1.[CH3:82][N:83]1[CH2:84][CH2:85][CH2:86][C:87]1=[O:88].[CH3:89][CH2:90][O:91][C:92]([CH3:93])=[O:94].[Cl-:80].[Cl:46][c:47]1[c:48]([O:67][CH2:68][CH:69]([O:70][CH3:71])[O:72][CH3:73])[cH:49][cH:50][c:51]2[c:52]([OH:66])[cH:53][c:54](-[c:57]3[n:58][c:59]([NH:62][CH:63]([CH3:64])[CH3:65])[s:60][cH:61]3)[n:55][c:56]12.[Cs+:78].[Cs+:79].[Li+:81]>>[CH3:1][O:2][C:3](=[O:4])[C:5]1([NH:10][C:11](=[O:12])[CH:13]2[N:14]([C:29]([CH:30]([C:31]([CH3:32])([CH3:33])[CH3:34])[NH:35][C:36](=[O:37])[O:38][CH:39]3[CH2:40][CH:41]4[CH2:42][CH:43]4[CH2:44]3)=[O:45])[CH2:15][CH:16]([O:66][c:52]3[c:51]4[cH:50][cH:49][c:48]([O:67][CH2:68][CH:69]([O:70][CH3:71])[O:72][CH3:73])[c:47]([Cl:46])[c:56]4[n:55][c:54](-[c:57]4[n:58][c:59]([NH:62][CH:63]([CH3:64])[CH3:65])[s:60][cH:61]4)[cH:53]3)[CH2:17]2)[CH:6]([CH2:8][CH3:9])[CH2:7]1. The reactants are C(C=C)NC (N-allyl-methyl-amine), C([O-])([O-])=O.[K+].[K+] (potassium carbonate), BrCC=CCOC1=CC2=C(C(=NOC2)C2=CC=C(C=C2)Br)C=C1 (7-(4-bromo-but-2-enyloxy)-4-(4-bromo-phenyl)-1H-benzo[d][1,2]oxazine). Solvent: CC(=O)C (acetone). The product is C(C=C)N(C)C\C=C\COC1=CC2=C(C(=NOC2)C2=CC=C(C=C2)Br)C=C1 ((E)-allyl-[4-[4-(4-bromo-phenyl)-1H-benzo[d][1,2]oxazin-7-yloxy]-but-2-enyl]-methyl-amine). RXN SMILES: Br[CH2:2][CH:3]=[CH:4][CH2:5][O:6][C:7]1[CH:23]=[CH:22][C:10]2[C:11]([C:15]3[CH:20]=[CH:19][C:18]([Br:21])=[CH:17][CH:16]=3)=[N:12][O:13][CH2:14][C:9]=2[CH:8]=1.[CH2:24]([NH:27][CH3:28])[CH:25]=[CH2:26].C(=O)([O-])[O-].[K+].[K+]>CC(C)=O>[CH2:24]([N:27]([CH2:2]/[CH:3]=[CH:4]/[CH2:5][O:6][C:7]1[CH:23]=[CH:22][C:10]2[C:11]([C:15]3[CH:20]=[CH:19][C:18]([Br:21])=[CH:17][CH:16]=3)=[N:12][O:13][CH2:14][C:9]=2[CH:8]=1)[CH3:28])[CH:25]=[CH2:26] |f:2.3.4|. Procedure: 1.35 g of 7-(4-bromo-but-2-enyloxy)-4-(4-bromo-phenyl)-1H-benzo[d][1,2]oxazine are dissolved in 50 ml of acetone and treated with 3.83 ml of N-allyl-methyl-amine and 1.28 g of potassium carbonate. The mixture is stirred and subsequently filtered. After concentration the filtrate is chromatographed over silica gel with toluene/acetone/triethylamine (92:7:1). There are obtained 1.09 g of (E)-allyl-[4-[4-(4-bromo-phenyl)-1H-benzo[d][1,2]oxazin-7-yloxy]-but-2-enyl]-methyl-amine which is converted in... The reactants are FC1=CC=C(C=C1)C1=NC(=NC(=C1C(CC=C)O)C(C)C)N(S(=O)(=O)C)C (N-[4-(4-fluorophenyl)-5-(1-hydroxybut-3-enyl)-6-isopropyl-pyrimidin-2-yl]-N-methylmethanesulfonamide), I(=O)(=O)(=O)[O-].[Na+] (sodium periodate). The reagents and catalysts are [Os](=O)(=O)(=O)=O (osmium tetroxide). Solvent: CO (methanol), buffer solution. Yields the product FC1=CC=C(C=C1)C1=NC(=NC(=C1C(CC=O)O)C(C)C)N(S(=O)(=O)C)C (N-(4-(4-fluorophenyl)-5-(1-hydroxy-3-oxopropyl)-6-isopropylpyrimidin-2-yl)-N-methylmethanesulfonamide). The yield is 3.0%. Reaction SMILES: [F:1][C:2]1[CH:7]=[CH:6][C:5]([C:8]2[C:13]([CH:14]([OH:18])[CH2:15][CH:16]=C)=[C:12]([CH:19]([CH3:21])[CH3:20])[N:11]=[C:10]([N:22]([CH3:27])[S:23]([CH3:26])(=[O:25])=[O:24])[N:9]=2)=[CH:4][CH:3]=1.I([O-])(=O)(=O)=[O:29].[Na+]>CO.[Os](=O)(=O)(=O)=O>[F:1][C:2]1[CH:3]=[CH:4][C:5]([C:8]2[C:13]([CH:14]([OH:18])[CH2:15][CH:16]=[O:29])=[C:12]([CH:19]([CH3:20])[CH3:21])[N:11]=[C:10]([N:22]([CH3:27])[S:23]([CH3:26])(=[O:24])=[O:25])[N:9]=2)=[CH:6][CH:7]=1 |f:1.2|. Procedure details: To a solution of N-[4-(4-fluorophenyl)-5-(1-hydroxybut-3-enyl)-6-isopropyl-pyrimidin-2-yl]-N-methylmethanesulfonamide (2 g, 5.08 mmol) in a mixture of 30 mL methanol and 4 mL buffer solution (pH=7), sodium periodate (3.2 g, 15.2 mmol) and osmium tetroxide (0.3 mL, 4% wt. in water, 13 mg) are added at room temperature. The reaction mass is stirred and the progress of the reaction is monitored by TLC. Upon completion of the reaction, the reaction mixture is filtered through celite bed (1 g) and wa... The reactants are COc1cc(C)c(C(O)c2c(Cl)cnc(Cl)c2C(F)(F)F)c(OC)c1OC, Cc1ccccc1. Product: COc1cc(C)c(C(=O)c2c(Cl)cnc(Cl)c2C(F)(F)F)c(OC)c1OC. RXN SMILES: [CH3:1][O:2][c:3]1[c:4]([CH:14]([OH:15])[c:16]2[c:17]([C:24]([F:25])([F:26])[F:27])[c:18]([Cl:23])[n:19][cH:20][c:21]2[Cl:22])[c:5]([CH3:13])[cH:6][c:7]([O:11][CH3:12])[c:8]1[O:9][CH3:10].[CH3:28][c:29]1[cH:30][cH:31][cH:32][cH:33][cH:34]1>>[CH3:1][O:2][c:3]1[c:4]([C:14](=[O:15])[c:16]2[c:17]([C:24]([F:25])([F:26])[F:27])[c:18]([Cl:23])[n:19][cH:20][c:21]2[Cl:22])[c:5]([CH3:13])[cH:6][c:7]([O:11][CH3:12])[c:8]1[O:9][CH3:10]. Starting materials: C(C1=CC=CC=C1)OC1=NC(=C(C=C1C=1C=C(C(=C2C=C(C=NC12)C1=CC=C(C=C1)NS(=O)(=O)C)OC)C(C)(C)C)F)OC (N-(4-(8-(2-(benzyloxy)-5-fluoro-6-methoxypyridin-3-yl)-6-tert-butyl-5-methoxyquinolin-3-yl)phenyl)methanesulfonamide), [H][H] (hydrogen). Reagents/catalysts: [Pd] (Pd/C). Solvent: CCOC(=O)C (EtOAc). Product: C(C)(C)(C)C=1C(=C2C=C(C=NC2=C(C1)C=1C(NC(=C(C1)F)OC)=O)C1=CC=C(C=C1)NS(=O)(=O)C)OC (N-{4-[6-tert-Butyl-8-(5-fluoro-6-methoxy-2-oxo-1,2-dihydro-pyridin-3-yl)-5-methoxy-quinolin-3-yl]-phenyl}-methanesulfonamide). Reaction SMILES: C([O:8][C:9]1[C:14]([C:15]2[CH:16]=[C:17]([C:38]([CH3:41])([CH3:40])[CH3:39])[C:18]([O:36][CH3:37])=[C:19]3[C:24]=2[N:23]=[CH:22][C:21]([C:25]2[CH:30]=[CH:29][C:28]([NH:31][S:32]([CH3:35])(=[O:34])=[O:33])=[CH:27][CH:26]=2)=[CH:20]3)=[CH:13][C:12]([F:42])=[C:11]([O:43][CH3:44])[N:10]=1)C1C=CC=CC=1.[H][H]>[Pd].CCOC(C)=O>[C:38]([C:17]1[C:18]([O:36][CH3:37])=[C:19]2[C:24](=[C:15]([C:14]3[C:9](=[O:8])[NH:10][C:11]([O:43][CH3:44])=[C:12]([F:42])[CH:13]=3)[CH:16]=1)[N:23]=[CH:22][C:21]([C:25]1[CH:26]=[CH:27][C:28]([NH:31][S:32]([CH3:35])(=[O:34])=[O:33])=[CH:29][CH:30]=1)=[CH:20]2)([CH3:41])([CH3:39])[CH3:40]. Reported procedure: step 5—A mixture of 148 (0.100 g, 0.162 mmol), Pd/C (30 mg) and EtOAc was stirred under one atmosphere hydrogen for 20 h. The catalyst was filtered and washed with EtOAc. The filtrate was concentrated and the crude product purified by SiO2 chromatography eluting with an EtOAc/hexane gradient (30 to 80% EtOAc) to afford 25 mg (29.3%) of I-47.